describe an organic reaction: reactants, conditions, products, and yield From a dataset of the Open Reaction Database (ORD), a public repository of structured organic reaction records. Starting materials: C[O-].[Na+] (sodium methylate), SC1=CC=CC=2N1C=CN2 (5-mercaptoimidazo[1,2-a]pyridine), CS(=O)(=O)N1CCC(CC1)OS(=O)(=O)C (1-methylsulfonyl-4-methylsulfonyloxypiperidine). Solvent: CO (methanol), C(C)O (ethanol). Run at time 10 minute. The product is CS(=O)(=O)N1CCC(CC1)SC1=CC=CC=2N1C=CN2 (5-[1-(methylsulfonyl)-4-piperidylthio]imidazo[1,2-a]pyridine). Yield: 40.8%. As a reaction SMILES: [SH:1][C:2]1[N:7]2[CH:8]=[CH:9][N:10]=[C:6]2[CH:5]=[CH:4][CH:3]=1.C[O-].[Na+].[CH3:14][S:15]([N:18]1[CH2:23][CH2:22][CH:21](OS(C)(=O)=O)[CH2:20][CH2:19]1)(=[O:17])=[O:16]>C(O)C.CO>[CH3:14][S:15]([N:18]1[CH2:23][CH2:22][CH:21]([S:1][C:2]2[N:7]3[CH:8]=[CH:9][N:10]=[C:6]3[CH:5]=[CH:4][CH:3]=2)[CH2:20][CH2:19]1)(=[O:17])=[O:16] |f:1.2|. Procedure: To a suspension of 5-mercaptoimidazo[1,2-a]pyridine (1.50 g, 10 mmoles) in ethanol (100 ml) was added a solution of 4.1M sodium methylate (2.44 ml, 10 mmoles) in methanol and the mixture was stirred at room temperature for 10 minutes. To the reaction mixture was added 1-methylsulfonyl-4-methylsulfonyloxypiperidine (2.83 g, 11 mmoles) at room temperature and the mixture was heated under reflux for 14 hours. After the solvent was distilled off, the residue was dissolved in chloroform, which was wa... Starting materials: Cl[Si](C)(C)C (Chlorotrimethylsilane), Organometallic, [CH-]1C=CC=C1.[Na+] (Sodium cyclopentadienide). Run in O1CCCC1 (tetrahydrofuran). Conditions: time 3 hour. The product is C[Si](C)(C)C1(C=CC=C1)[Si](C)(C)C (bis(trimethylsilyl)cyclopentadiene), C[Si](C)(C)C1=CC=CC1 (trimethylsilylcyclopentadiene). RXN SMILES: [CH-:1]1[CH:5]=[CH:4][CH:3]=[CH:2]1.[Na+].Cl[Si:8]([CH3:11])([CH3:10])[CH3:9]>O1CCCC1>[CH3:9][Si:8]([C:1]1([Si:8]([CH3:11])([CH3:10])[CH3:9])[CH:5]=[CH:4][CH:3]=[CH:2]1)([CH3:11])[CH3:10].[CH3:9][Si:8]([C:1]1[CH2:5][CH:4]=[CH:3][CH:2]=1)([CH3:11])[CH3:10] |f:0.1|. Procedure: Trimethylsilylcyclopentadiene and bis(trimethylsilyl)cyclopentadiene are prepared by the procedures of Kraihanzel et al., J. Amer. Chem. Soc., 90, 4701 (1968) and I. M. Pribytkova et al., J. of Organometallic Chem., 30, C57-C60 (1971). Sodium cyclopentadienide (44 g, 0.50 mole) is added to 150 ml of tetrahydrofuran. Chlorotrimethylsilane (54 g, 0.5 mole) is added dropwise slowly to the reaction and the stirring is continued for 3 hours. The reaction mixture is poured into 150 ml of cold, distill... Starting materials: ClC1=NC=C(C=C1)C(C1=CC=CC=C1)C1=CC=CC=C1 (2-chloro-5-(diphenylmethyl)-pyridine), cuprous cyanide, C(CN)N (ethylenediamine). Run in CN(P(=O)(N(C)C)N(C)C)C (hexamethylphosphoramide). The product is C(#N)C1=NC=C(C=C1)C(C1=CC=CC=C1)C1=CC=CC=C1 (2-cyano-5-(diphenylmethyl)-pyridine). RXN SMILES: Cl[C:2]1[CH:7]=[CH:6][C:5]([CH:8]([C:15]2[CH:20]=[CH:19][CH:18]=[CH:17][CH:16]=2)[C:9]2[CH:14]=[CH:13][CH:12]=[CH:11][CH:10]=2)=[CH:4][N:3]=1.C(N)[CH2:22][NH2:23]>CN(C)P(N(C)C)(N(C)C)=O>[C:22]([C:2]1[CH:7]=[CH:6][C:5]([CH:8]([C:15]2[CH:20]=[CH:19][CH:18]=[CH:17][CH:16]=2)[C:9]2[CH:14]=[CH:13][CH:12]=[CH:11][CH:10]=2)=[CH:4][N:3]=1)#[N:23]. Reported procedure: Heat a mixture of 16.5 g. (0.059 mole) of 2-chloro-5-(diphenylmethyl)-pyridine and 10.6 g. (0.059 mole) of cuprous cyanide in 120 ml. of hexamethylphosphoramide with stirring at 210°-220° C. for 7 hours. Pour the cooled reaction mixture into a solution of 200 ml. of ethylenediamine in 500 ml. of water, and extract with benzene. Wash the benzene extracts with 10% aqueous sodium cyanide, then with water, dry, treat with activated charcoal, filter, and concentrate to obtain 2-cyano-5-(diphenylmethy... Starting materials: I(=O)(=O)(=O)[O-].[Na+] (Sodium periodate), Cl (hydrochloric acid), C(C1=CC=CC=C1)O[C@H]1[C@@H]([C@H](C(O)O[C@@H]1CO)CO)O (4-O-Benzyl-2-deoxy-2-C-hydroxymethyl-D-glucopyranose), C(C1=CC=CC=C1)N (benzyl amine), C(#N)[BH3-].[Na+] (sodium cyanoborohydride). Solvent: O (water), CO (methanol). Conditions: temperature 46 celsius, time 3.5 hour. Product: C(C1=CC=CC=C1)N1C[C@H]([C@@H]([C@H](C1)CO)O)OCC1=CC=CC=C1 ((3R,4R,5R)-1-benzyl-3-benzyloxy-5-hydroxymethylpiperidin-4-ol). Yield: 25.0%. As a reaction SMILES: [CH2:1]([O:8][C@@H:9]1[C@@H:15](CO)[O:14][CH:12](O)[C@H:11]([CH2:18]O)[C@H:10]1[OH:20])[C:2]1[CH:7]=[CH:6][CH:5]=[CH:4][CH:3]=1.I([O-])(=O)(=O)=O.[Na+].[CH2:27]([NH2:34])[C:28]1[CH:33]=[CH:32][CH:31]=[CH:30][CH:29]=1.C([BH3-])#N.[Na+].Cl>CO.O>[CH2:27]([N:34]1[CH2:18][C@H:11]([CH2:12][OH:14])[C@@H:10]([OH:20])[C@H:9]([O:8][CH2:1][C:2]2[CH:3]=[CH:4][CH:5]=[CH:6][CH:7]=2)[CH2:15]1)[C:28]1[CH:33]=[CH:32][CH:31]=[CH:30][CH:29]=1 |f:1.2,4.5|. Procedure: 4-O-Benzyl-2-deoxy-2-C-hydroxymethyl-D-glucopyranose (6.0 g, 21.1 mmol) (preparation see WO 95/24391) was dissolved in methanol (200 ml). Sodium periodate (21.4 g, 100 mmol) in water (200 ml) was added dropwise over 15 min. The mixture was stirred at 45-47° C. for 3.5 h. The precipitate was filtered off and the mixture was concentrated and purified by flash chromatography on silica gel using ethyl acetate as eluent. The purified product of 4-O-benzyl-2-deoxy-2-C-hydroxymethyl-D-xylo-pentodialdos... Reactants: FC=1C=CC(=C(C1)C1=CC=C2C=C(N=CC2=C1)N)C (7-(5-fluoro-2-methylphenyl)isoquinolin-3-amine), N1=CC=CC=C1 (pyridine), ClC(Cl)(OC(OC(Cl)(Cl)Cl)=O)Cl (triphosgene), CC(C)N (propan-2-amine). The solvent is O1CCCC1 (tetrahydrofuran), O1CCCC1 (tetrahydrofuran). Reaction conditions: temperature 0 celsius, time 1 hour. Product: FC=1C=CC(=C(C1)C1=CC=C2C=C(N=CC2=C1)NC(=O)NC(C)C)C (1-(7-(5-fluoro-2-methylphenyl)isoquinolin-3-yl)-3-isopropylurea). Yield: 30.5%. RXN SMILES: [F:1][C:2]1[CH:3]=[CH:4][C:5]([CH3:19])=[C:6]([C:8]2[CH:17]=[C:16]3[C:11]([CH:12]=[C:13]([NH2:18])[N:14]=[CH:15]3)=[CH:10][CH:9]=2)[CH:7]=1.N1C=CC=CC=1.ClC(Cl)(O[C:30](=[O:36])OC(Cl)(Cl)Cl)Cl.[CH3:38][CH:39]([NH2:41])[CH3:40]>O1CCCC1>[F:1][C:2]1[CH:3]=[CH:4][C:5]([CH3:19])=[C:6]([C:8]2[CH:17]=[C:16]3[C:11]([CH:12]=[C:13]([NH:18][C:30]([NH:41][CH:39]([CH3:40])[CH3:38])=[O:36])[N:14]=[CH:15]3)=[CH:10][CH:9]=2)[CH:7]=1. Procedure: To a solution of 7-(5-fluoro-2-methylphenyl)isoquinolin-3-amine (0.10 g, 0.40 mmol) in tetrahydrofuran (2 mL) was added pyridine (0.1 mL). The mixture was cooled to 0° C. and triphosgene (59.4 mg, 0.20 mmol) in tetrahydrofuran (2 mL) was added dropwise. After the reaction mixture was stirred for 1 h, propan-2-amine (0.10 g, 1.7 mmol) was added and the mixture was stirred for 2 h. The reaction was quenched with methanol (2.0 mL), and the mixture was purified by preparative TLC (Hexanes/ethyl acet...